From a dataset of the Open Reaction Database (ORD), a public repository of structured organic reaction records. describe an organic reaction: reactants, conditions, products, and yield Starting materials: OC=1C(=NC=CC1)OC (3-hydroxy-2-methoxy-pyridine), C([O-])([O-])=O.[K+].[K+] (potassium carbonate), C(Cl)C1CO1 (epichlorohydrin). Solvent: C(C)#N (acetonitrile). Product: O1C(COC=2C(=NC=CC2)OC)C1 (3-(2,3-epoxy-propoxy)-2-methoxypyridine). As a reaction SMILES: [OH:1][C:2]1[C:3]([O:8][CH3:9])=[N:4][CH:5]=[CH:6][CH:7]=1.C(=O)([O-])[O-].[K+].[K+].[CH2:16]([CH:18]1[O:20][CH2:19]1)Cl>C(#N)C>[O:20]1[CH2:19][CH:18]1[CH2:16][O:1][C:2]1[C:3]([O:8][CH3:9])=[N:4][CH:5]=[CH:6][CH:7]=1 |f:1.2.3|. Reported procedure: A mixture of 15.4 g of 3-hydroxy-2-methoxy-pyridine, 16 g of potassium carbonate, 25 ml of epichlorohydrin and 150 ml of acetonitrile is refluxed for 7 hours. Cooling and filtering the mixture and evaporating the filtrate yields crude 3-(2,3-epoxy-propoxy)-2-methoxypyridine, which is used without further purification. The reactants are COC=1C=C(C=CC1OC)C1=NN(C([C@@H]2CC=CC[C@H]12)=O)C1=CC=C(C=C1)O ((4aS,8aR)-4-(3,4-Dimethoxy-phenyl)-2-(4-hydroxy-phenyl)-4a,5,8,8a-tetrahydro-2H-phthalazin-1-one), BrCCBr (1,2-dibromoethane), BrCCCCOC1=CC=C(C=C1)N1C([C@@H]2CC=CC[C@@H]2C(=N1)C1=CC(=C(C=C1)OC)OC)=O ((4aS,8aR)-2-[4-(4-Bromo-butoxy)-phenyl]-4-(3,4-dimethoxy-phenyl)-4a,5,8,8a-tetrahydro-2H-phthalazin-1-one). Yields the product BrCCOC1=CC=C(C=C1)N1C([C@@H]2CC=CC[C@@H]2C(=N1)C1=CC(=C(C=C1)OC)OC)=O ((4aS,8aR)-2-[4-(2-Bromo-ethoxy)-phenyl]-4-(3,4-dimethoxy-phenyl)-4a,5,8,8a-tetrahydro-2H-phthalazin-1-one). Reaction SMILES: [CH3:1][O:2][C:3]1[CH:4]=[C:5]([C:11]2[C@@H:20]3[C@@H:15]([CH2:16][CH:17]=[CH:18][CH2:19]3)[C:14](=[O:21])[N:13]([C:22]3[CH:27]=[CH:26][C:25]([OH:28])=[CH:24][CH:23]=3)[N:12]=2)[CH:6]=[CH:7][C:8]=1[O:9][CH3:10].[Br:29][CH2:30][CH2:31]Br.BrCCCCOC1C=CC(N2N=C(C3C=CC(OC)=C(OC)C=3)[C@@H]3[C@@H](CC=CC3)C2=O)=CC=1>>[Br:29][CH2:30][CH2:31][O:28][C:25]1[CH:24]=[CH:23][C:22]([N:13]2[N:12]=[C:11]([C:5]3[CH:6]=[CH:7][C:8]([O:9][CH3:10])=[C:3]([O:2][CH3:1])[CH:4]=3)[C@@H:20]3[C@@H:15]([CH2:16][CH:17]=[CH:18][CH2:19]3)[C:14]2=[O:21])=[CH:27][CH:26]=1. Procedure details: Prepared from compound 6b and 1,2-dibromoethane as described for compound 6a. M. p. 40-45° C. Reactants: BrCCC(=O)O (3-Bromopropanoic acid), [OH-].[Na+] (NaOH), [OH-].[Na+] (NaOH), BrC=1C(=CC=C2C=NN(C12)C1=CC=C(C=C1)F)O (7-bromo-1-(4-fluorophenyl)-1H-indazol-6-ol), BrCCC(=O)O (3-bromopropionic acid), [OH-].[Na+] (NaOH), Cl (HCl), [OH-].[Na+] (NaOH), [OH-].[Na+] (NaOH). Solvent: C(Cl)Cl (DCM), C1CCOC1 (THF), CCOC(=O)C (EtOAc). Reaction conditions: temperature 0 celsius, time 15 hour. Product: BrC=1C(=CC=C2C=NN(C12)C1=CC=C(C=C1)F)OCCC(=O)O (3-((7-bromo-1-(4 fluorophenyl)-1H-indazol-6-yl)oxy)propanoic acid). Isolated yield 141.3%. As a reaction SMILES: [Br:1][C:2]1[C:3]([OH:18])=[CH:4][CH:5]=[C:6]2[C:10]=1[N:9]([C:11]1[CH:16]=[CH:15][C:14]([F:17])=[CH:13][CH:12]=1)[N:8]=[CH:7]2.Br[CH2:20][CH2:21][C:22]([OH:24])=[O:23].[OH-].[Na+].Cl>C(Cl)Cl.CCOC(C)=O.C1COCC1>[Br:1][C:2]1[C:3]([O:18][CH2:20][CH2:21][C:22]([OH:24])=[O:23])=[CH:4][CH:5]=[C:6]2[C:10]=1[N:9]([C:11]1[CH:16]=[CH:15][C:14]([F:17])=[CH:13][CH:12]=1)[N:8]=[CH:7]2 |f:2.3|. Reported procedure: THF (100 mL) was added to a mixture of 7-bromo-1-(4-fluorophenyl)-1H-indazol-6-ol (4.54 g, 14.8 mmol) (97, R1=4-Fluorophenyl) and 3-bromopropionic acid (34.0 g, 222 mmol). The mixture was cooled to about 0° C. NaOH (2 M aqueous solution, 150 mL, 300 mmol) was added over about 15 min. The ice bath was removed. After about 15 h, NaOH (2 M aq. solution, 20.0 mL, 40.0 mmol) was added over about 5 min. 3-Bromopropanoic acid (6.00 g, 39.2 mmol) was added in portions over about 5 min. After about 6 h, ... The reactants are ON=C(c1ccccc1)c1ccccc1, COC1(c2cc(F)cc(Sc3ccc(C(C)Cl)cc3)c2)CCOCC1. Product: O=C(c1ccccc1)c1ccccc1. As a reaction SMILES: [C:1]([c:2]1[cH:3][cH:4][cH:5][cH:6][cH:7]1)([c:8]1[cH:9][cH:10][cH:11][cH:12][cH:13]1)=[N:14][OH:15].[Cl:16][CH:17]([c:18]1[cH:19][cH:20][c:21]([S:22][c:23]2[cH:24][c:25]([C:26]3([O:27][CH3:28])[CH2:29][CH2:30][O:36][CH2:31][CH2:32]3)[cH:33][c:34]([F:35])[cH:37]2)[cH:38][cH:39]1)[CH3:40]>>[C:1]([c:2]1[cH:3][cH:4][cH:5][cH:6][cH:7]1)([c:8]1[cH:9][cH:10][cH:11][cH:12][cH:13]1)=[O:36]. Isolated yield 43.3%. Starting materials: COC1=C(C(=NC=C1C)CN1N=C2C=3C(CC(C3CSN=C2N(C(=O)OC(C)(C)C)C(=O)OC(C)(C)C)=O)=N1)C (Di-tert-butyl {2-[(4-methoxy-3,5-dimethylpyridin-2-yl)methyl]-8-oxo-2,7,8,9-tetrahydro-6-thia-1,2,3,5-tetraazabenzo[cd]azulen-4-yl}imidodicarbonate), C(#N)[BH3-].[Na+] (Sodium cyanoborohydride), C(C)(=O)[O-].[NH4+] (ammonium acetate), 4A. RXN SMILES: [CH3:1][O:2][C:3]1[C:8]([CH3:9])=[CH:7][N:6]=[C:5]([CH2:10][N:11]2[N:39]=[C:15]3[CH2:16][C:17](=O)[C:18]4[CH2:19][S:20][N:21]=[C:22]([N:23](C(OC(C)(C)C)=O)C(OC(C)(C)C)=O)[C:13]([C:14]=43)=[N:12]2)[C:4]=1[CH3:40].C([O-])(=O)C.[NH4+].C([BH3-])#[N:47].[Na+]>CO>[CH3:1][O:2][C:3]1[C:8]([CH3:9])=[CH:7][N:6]=[C:5]([CH2:10][N:11]2[N:39]=[C:15]3[CH2:16][CH:17]([NH2:47])[C:18]4[CH2:19][S:20][N:21]=[C:22]([NH2:23])[C:13]([C:14]=43)=[N:12]2)[C:4]=1[CH3:40] |f:1.2,3.4|. The solvent is CO (methanol). Reported procedure: A mixture composed of di-tert-butyl {2-[(4-methoxy-3,5-dimethylpyridin-2-yl)methyl]-8-oxo-2,7,8,9-tetrahydro-6-thia-1,2,3,5-tetraazabenzo[cd]azulen-4-yl}imidodicarbonate of Example 40 (50 mg), ammonium acetate (68 mg), molecular sieves 4A (50 mg) and methanol (1.5 ml) was stirred at room temperature for four hours. Sodium cyanoborohydride (12 mg) was added to the reaction mixture, followed by stirring at room temperature for three days. The insoluble matter in the reaction mixture was removed by... Reaction conditions: time 4 hour. Yields the product COC1=C(C(=NC=C1C)CN1N=C2C=3C(CC(C3CSN=C2N)N)=N1)C (2-[(4-Methoxy-3,5-dimethylpyridin-2-yl)methyl]-2,7,8,9-tetrahydro-6-thia-1,2,3,5-tetraazabenzo[cd]azulene-4,8-diamine).